This data is from the Open Reaction Database (ORD), a public repository of structured organic reaction records. The task is: describe an organic reaction: reactants, conditions, products, and yield The reactants are C(C)OC(C=C(C1=C(C=CC=C1)C)Cl)=O (3-chloro-3-o-tolyl-acrylic acid ethyl ester), C(C)(C)(C)OC(=O)N1CCCC2=CC=C(N=C12)CCOC1=CC2=CCN=C2C=C1 (7-[2-(2H-indol-5-yloxy)-ethyl]-3,4-dihydro-2H-[1,8]naphthyridine-1-carboxylic acid tert-butyl ester). The product is C(C)(C)(C)OC(=O)N1CCCC2=CC=C(N=C12)CCOC=1C=C2C=CN(C2=CC1)C(=CC(=O)OCC)C1=C(C=CC=C1)C (7-{2-[1-(2-Ethoxycarbonyl-1-o-tolyl-vinyl)-1H-indol-5-yloxy]-ethyl}-3,4-dihydro-2H-[1,8]naphthyridine-1-carboxylic acid tert-butyl ester), E/Z isomeric mixture. Isolated yield 35.0%. As a reaction SMILES: [CH2:1]([O:3][C:4](=[O:15])[CH:5]=[C:6](Cl)[C:7]1[CH:12]=[CH:11][CH:10]=[CH:9][C:8]=1[CH3:13])[CH3:2].[C:16]([O:20][C:21]([N:23]1[C:32]2[C:27](=[CH:28][CH:29]=[C:30]([CH2:33][CH2:34][O:35][C:36]3[CH:44]=[CH:43][C:42]4[C:38](=[CH:39][CH2:40][N:41]=4)[CH:37]=3)[N:31]=2)[CH2:26][CH2:25][CH2:24]1)=[O:22])([CH3:19])([CH3:18])[CH3:17]>>[C:16]([O:20][C:21]([N:23]1[C:32]2[C:27](=[CH:28][CH:29]=[C:30]([CH2:33][CH2:34][O:35][C:36]3[CH:37]=[C:38]4[C:42](=[CH:43][CH:44]=3)[N:41]([C:6]([C:7]3[CH:12]=[CH:11][CH:10]=[CH:9][C:8]=3[CH3:13])=[CH:5][C:4]([O:3][CH2:1][CH3:2])=[O:15])[CH:40]=[CH:39]4)[N:31]=2)[CH2:26][CH2:25][CH2:24]1)=[O:22])([CH3:19])([CH3:17])[CH3:18]. Procedure: The title compound was synthesized from 3-chloro-3-o-tolyl-acrylic acid ethyl ester and 7-[2-(2H-indol-5-yloxy)-ethyl]-3,4-dihydro-2H-[1,8]naphthyridine-1-carboxylic acid tert-butyl ester using the procedure outlined in Example 18, step (d), in a 35% yield of an E/Z isomeric mixture. 1H NMR (CDCl3) δ 7.46 (m, 0.6H), 7.30 (m, 4.8H), 7.10 (m, 1.6H), 7.03 (d, 0.6H, J=3.6 Hz), 6.94 (m, 1H), 6.85 (m, 0.4H), 6.70 (m, 1H), 6.53 (d, 0.8H, J=2.8 Hz), 6.47 (d, 0.2H, J=2.8 Hz), 6.30 (s, 0.2H), 5.82 (s, 0.8... Starting materials: CC#N, COc1cc(C(C)=O)ccc1OCCCCl, Fc1ccc2onc(C3CCNCC3)c2c1, [K+], [K+], O=C([O-])[O-], O. The product is COc1cc(C(C)=O)ccc1OCCCN1CCC(c2noc3ccc(F)cc23)CC1. RXN SMILES: [CH3:39][C:40]#[N:41].[Cl:17][CH2:18][CH2:19][CH2:20][O:21][c:22]1[c:23]([O:31][CH3:32])[cH:24][c:25]([C:28]([CH3:29])=[O:30])[cH:26][cH:27]1.[F:1][c:2]1[cH:3][cH:4][c:5]2[c:6]([c:7]([CH:10]3[CH2:11][CH2:12][NH:13][CH2:14][CH2:15]3)[n:8][o:9]2)[cH:16]1.[K+:33].[K+:34].[O-:35][C:36]([O-:37])=[O:38].[OH2:42]>>[F:1][c:2]1[cH:3][cH:4][c:5]2[c:6]([c:7]([CH:10]3[CH2:11][CH2:12][N:13]([CH2:18][CH2:19][CH2:20][O:21][c:22]4[c:23]([O:31][CH3:32])[cH:24][c:25]([C:28]([CH3:29])=[O:30])[cH:26][cH:27]4)[CH2:14][CH2:15]3)[n:8][o:9]2)[cH:16]1. Reactants: C(C1=CC=CC=C1)OC([C@@H](NCC1=CC=C(C=C1)C1=C(C=CC=C1)C#N)C(C)C)=O (N-[(2'-cyanobiphenyl-4-yl)methyl]-(L)-valine benzyl ester), C(CCCC)(=O)Cl (valeryl chloride). The solvent is C(Cl)Cl (methylene chloride). Yields the product C(C1=CC=CC=C1)OC([C@@H](N(C(CCCC)=O)CC1=CC=C(C=C1)C1=C(C=CC=C1)C#N)C(C)C)=O (N-[(2'-Cyanobiphenyl-4-yl)methyl]-N-valeryl-(L)-valine benzyl ester). Reaction SMILES: [CH2:1]([O:8][C:9](=[O:30])[C@H:10]([CH:27]([CH3:29])[CH3:28])[NH:11][CH2:12][C:13]1[CH:18]=[CH:17][C:16]([C:19]2[CH:24]=[CH:23][CH:22]=[CH:21][C:20]=2[C:25]#[N:26])=[CH:15][CH:14]=1)[C:2]1[CH:7]=[CH:6][CH:5]=[CH:4][CH:3]=1.[C:31](Cl)(=[O:36])[CH2:32][CH2:33][CH2:34][CH3:35]>C(Cl)Cl>[CH2:1]([O:8][C:9](=[O:30])[C@H:10]([CH:27]([CH3:28])[CH3:29])[N:11]([CH2:12][C:13]1[CH:14]=[CH:15][C:16]([C:19]2[CH:24]=[CH:23][CH:22]=[CH:21][C:20]=2[C:25]#[N:26])=[CH:17][CH:18]=1)[C:31](=[O:36])[CH2:32][CH2:33][CH2:34][CH3:35])[C:2]1[CH:7]=[CH:6][CH:5]=[CH:4][CH:3]=1. Procedure: 6.2 g (15.5 mmol) of N-[(2'-cyanobiphenyl-4-yl)methyl]-(L)-valine benzyl ester and 8.0 ml of Huinig base, dissolved in 50 ml of methylene chloride, are treated with 2.3 ml of valeryl chloride with stirring and further processed analogously to Example 29b. The title compound is thus obtained as a yellow oil which is further used in crude form (Rf 0.51, toluene-methanol 19:1)